From a dataset of the Open Reaction Database (ORD), a public repository of structured organic reaction records. describe an organic reaction: reactants, conditions, products, and yield Reactants: C(C)OC(=O)C1(CCNCC1)CCOC (4-(2-methoxy-ethyl)-piperidine-4-carboxylic acid ethyl ester), FC(OC1=C(C=CC=C1)S(=O)(=O)Cl)(F)F (2-trifluoromethoxy-benzenesulfonyl chloride), C(C)C1=CC=C(N)C=C1 (4-ethylaniline). Yields the product C(C)C1=CC=C(C=C1)N1C(C2(CC1)CCN(CC2)S(=O)(=O)C2=C(C=CC=C2)OC(F)(F)F)=O (2-(4-Ethyl-phenyl)-8-(2-trifluoromethoxy-benzenesulfonyl)-2,8-diaza-spiro[4.5]decan-1-one). RXN SMILES: C(O[C:4]([C:6]1([CH2:12][CH2:13]OC)[CH2:11][CH2:10][NH:9][CH2:8][CH2:7]1)=[O:5])C.[F:16][C:17]([F:30])([F:29])[O:18][C:19]1[CH:24]=[CH:23][CH:22]=[CH:21][C:20]=1[S:25](Cl)(=[O:27])=[O:26].[CH2:31]([C:33]1[CH:39]=[CH:38][C:36]([NH2:37])=[CH:35][CH:34]=1)[CH3:32]>>[CH2:31]([C:33]1[CH:39]=[CH:38][C:36]([N:37]2[CH2:13][CH2:12][C:6]3([CH2:7][CH2:8][N:9]([S:25]([C:20]4[CH:21]=[CH:22][CH:23]=[CH:24][C:19]=4[O:18][C:17]([F:30])([F:29])[F:16])(=[O:27])=[O:26])[CH2:10][CH2:11]3)[C:4]2=[O:5])=[CH:35][CH:34]=1)[CH3:32]. Reported procedure: Off-white solid. MS (ESI): 483.15 (MH+). This example was prepared in analogy to example 1 step C) to D) from 4-(2-methoxy-ethyl)-piperidine-4-carboxylic acid ethyl ester (example 1 step B)), 2-trifluoromethoxy-benzenesulfonyl chloride and 4-ethylaniline. Starting materials: FCC(=O)OCC (ethyl fluoroacetate), C(CCC)[Li] (butyllithium), CCCCCC (hexane), FC1=C(C=CC=C1)F (1,2-difluorobenzene). The solvent is C1CCOC1 (THF). Run at time 2 hour. Yields the product FC1=C(C=CC=C1F)C(CF)=O (1-(2,3-difluorophenyl)-2-fluoroethanone). Yield: 40.7%. RXN SMILES: [F:1][C:2]1[CH:7]=[CH:6][CH:5]=[CH:4][C:3]=1[F:8].C([Li])CCC.CCCCCC.[F:20][CH2:21][C:22](OCC)=[O:23]>C1COCC1>[F:1][C:2]1[C:3]([F:8])=[CH:4][CH:5]=[CH:6][C:7]=1[C:22](=[O:23])[CH2:21][F:20]. Procedure details: To a cooled (−78° C.) solution of 1,2-difluorobenzene (8.81 mL, 89 mmol) in THF (175 mL) was added dropwise butyllithium solution, 1.6M in hexane (61.5 mL, 98 mmol). After stirred for 2 h, ethyl fluoroacetate (8.64 mL, 89 mmol) ethyl fluoroacetate was added dropwise. The reaction was stirred for 1 h, the reaction was quenched with saturated NH4Cl and then warmed to room temperature. The resulted mixture was extracted with EtOAc. The organic extracts were washed with brine, dried over Na2SO4 and ... Reactants: CC(C)(C)OC(=O)NCC(=O)O, O=C(OCc1ccccc1)C1CCCN1, CC(C)(C)OC(=O)NC(C(=O)N1CCCC1C(=O)OCc1ccccc1)c1ccccc1, Cl. Product: CC(C)(C)OC(=O)NCC(=O)N1CCCC1C(=O)OCc1ccccc1. RXN SMILES: [C:1]([NH:2][CH2:3][C:4]([OH:5])=[O:6])([O:7][C:8]([CH3:9])([CH3:10])[CH3:11])=[O:12].[CH2:14]([O:15][C:16](=[O:17])[CH:18]1[CH2:19][CH2:20][CH2:21][NH:22]1)[c:23]1[cH:24][cH:25][cH:26][cH:27][cH:28]1.[CH2:29]([c:30]1[cH:31][cH:32][cH:33][cH:34][cH:35]1)[O:36][C:37](=[O:38])[CH:39]1[N:40]([C:44]([CH:45]([c:46]2[cH:47][cH:48][cH:49][cH:50][cH:51]2)[NH:52][C:53](=[O:54])[O:55][C:56]([CH3:57])([CH3:58])[CH3:59])=[O:60])[CH2:41][CH2:42][CH2:43]1.[ClH:13]>>[CH2:29]([c:30]1[cH:31][cH:32][cH:33][cH:34][cH:35]1)[O:36][C:37](=[O:38])[CH:39]1[N:40]([C:44]([CH2:45][NH:52][C:53](=[O:54])[O:55][C:56]([CH3:57])([CH3:58])[CH3:59])=[O:60])[CH2:41][CH2:42][CH2:43]1. Reactants: CC1=CC=C(C=C1)S(=O)(=O)N1CCC(CC1)C1=CC=CC=2C=C(CCCC21)C(=O)OC (methyl 4-[1-(4-methylphenylsulfonyl)piperidin-4-yl]-6,7-dihydro-5H-benzocycloheptene-8-carboxylate), [OH-].[Na+] (sodium hydroxide). The solvent is C(C)O.C1CCOC1 (ethanol THF). Reaction conditions: time 13 hour. Yields the product CC1=CC=C(C=C1)S(=O)(=O)N1CCC(CC1)C1=CC=CC=2C=C(CCCC21)C(=O)O (4-[1-(4-methylphenylsulfonyl)piperidin-4-yl]-6,7-dihydro-5H-benzocycloheptene-8-carboxylic acid). The yield is 58.4%. As a reaction SMILES: [CH3:1][C:2]1[CH:7]=[CH:6][C:5]([S:8]([N:11]2[CH2:16][CH2:15][CH:14]([C:17]3[C:27]4[CH2:26][CH2:25][CH2:24][C:23]([C:28]([O:30]C)=[O:29])=[CH:22][C:21]=4[CH:20]=[CH:19][CH:18]=3)[CH2:13][CH2:12]2)(=[O:10])=[O:9])=[CH:4][CH:3]=1.[OH-].[Na+]>C(O)C.C1COCC1>[CH3:1][C:2]1[CH:3]=[CH:4][C:5]([S:8]([N:11]2[CH2:12][CH2:13][CH:14]([C:17]3[C:27]4[CH2:26][CH2:25][CH2:24][C:23]([C:28]([OH:30])=[O:29])=[CH:22][C:21]=4[CH:20]=[CH:19][CH:18]=3)[CH2:15][CH2:16]2)(=[O:9])=[O:10])=[CH:6][CH:7]=1 |f:1.2,3.4|. Procedure details: To a solution of methyl 4-[1-(4-methylphenylsulfonyl)piperidin-4-yl]-6,7-dihydro-5H-benzocycloheptene-8-carboxylate (1.0 g) in ethanol/THF (20/40 ml) was added at room temperature 1N sodium hydroxide solution (2.7 ml), and the mixture was stirred for 13 hours. Under reduced pressure, the mixture was concentrated. To the mixture was added water, and the mixture was washed with ethyl acetate. To the aqueous layer was added 1N hydrochloric acid (5 ml), and the mixture was extracted with ethyl aceta... Reactants: ethyl ester, CC(C(=O)O)C(C)=O (2-methyl-3-oxobutyric acid), ethyl ester, O=C(CC(=O)O)CCC (3-oxohexanoic acid). RXN SMILES: [O:1]=[C:2]([CH2:7][CH2:8][CH3:9])[CH2:3][C:4]([OH:6])=[O:5].CC(C(=O)C)C(O)=O>>[OH:1][C@H:2]([CH2:7][CH2:8][CH3:9])[CH2:3][C:4]([OH:6])=[O:5]. The product is ethyl ester, O[C@@H](CC(=O)O)CCC ((3R)-3-hydroxyhexanoic acid). Procedure: In accordance with the procedure of Example 9, ethyl ester of 3-oxohexanoic acid as a substrate in place of ethyl ester of 2-methyl-3-oxobutyric acid was subjected to reduction by baker's yeast to obtain ethyl ester of (3R)-3-hydroxyhexanoic acid. This compound was subjected to methylation according to the process of the literature [G. Frater et al., Tetrahedron, 40, 1269 (1984)] as in Reference Example 3, to obtain ethyl ester of (2R, 3R)-3-hydroxy-2-methylhexanoic acid. This compound was conve... Starting materials: N1=CC=CC2=CC=CC(=C12)OCCCO (3-(8-quinolinyloxy)-1-propanol), [Cl-] (chloride), C([O-])([O-])=O.[K+].[K+] (potassium carbonate). The solvent is C1=CC=CC=C1 (benzene). The product is ClCCCOC=1C=CC=C2C=CC=NC12 (8-(3-Chloropropoxy)quinoline). As a reaction SMILES: [N:1]1[C:10]2[C:5](=[CH:6][CH:7]=[CH:8][C:9]=2[O:11][CH2:12][CH2:13][CH2:14]O)[CH:4]=[CH:3][CH:2]=1.[Cl-:16].C(=O)([O-])[O-].[K+].[K+]>C1C=CC=CC=1>[Cl:16][CH2:14][CH2:13][CH2:12][O:11][C:9]1[CH:8]=[CH:7][CH:6]=[C:5]2[C:10]=1[N:1]=[CH:2][CH:3]=[CH:4]2 |f:2.3.4|. Procedure: A solution of 3-(8-quinolinyloxy)-1-propanol (32.0 g, 0.158 mole) and thinoyl chloride (24.0 g, 0.203 mole) was heated at reflux for 5 hours in 300 ml of dry benzene (dried over 4A molecular sieves). The reaction mixture was cooled to room temperature and then stripped to dryness. The residue was treated with potassium carbonate solution (30 g in 500 ml of water). The gummy residue was dissolved in chlorofrom and extracted with the potassium carbonate solution. The chloroform layer was dried ove... Starting materials: C(CCC)C=1N(C2=C(C(=NC=3C=CC=CC23)N)N1)CCCCCl (2-butyl-1-(4-chlorobutyl)-1H-imidazo[4,5-c]quinolin-4-amine), C[S-].[Na+] (sodium thiomethoxide). Solvent: CN(C=O)C (dimethyl formamide). Conditions: temperature 60 celsius. Yields the product C(CCC)C=1N(C2=C(C(=NC=3C=CC=CC23)N)N1)CCCCSC (2-butyl-1-[4-(methylthio)butyl]-1H-imidazo[4,5-c]quinolin-4-amine). Isolated yield 53.4%. As a reaction SMILES: [CH2:1]([C:5]1[N:6]([CH2:19][CH2:20][CH2:21][CH2:22]Cl)[C:7]2[C:16]3[CH:15]=[CH:14][CH:13]=[CH:12][C:11]=3[N:10]=[C:9]([NH2:17])[C:8]=2[N:18]=1)[CH2:2][CH2:3][CH3:4].[CH3:24][S-:25].[Na+]>CN(C)C=O>[CH2:1]([C:5]1[N:6]([CH2:19][CH2:20][CH2:21][CH2:22][S:25][CH3:24])[C:7]2[C:16]3[CH:15]=[CH:14][CH:13]=[CH:12][C:11]=3[N:10]=[C:9]([NH2:17])[C:8]=2[N:18]=1)[CH2:2][CH2:3][CH3:4] |f:1.2|. Procedure details: A round bottom flask was charged with a magnetic stir bar, 2-butyl-1-(4-chlorobutyl)-1H-imidazo[4,5-c]quinolin-4-amine (1.5 g, 4.53 mmol), sodium thiomethoxide (0.48 g, 6.80 mmol), and anhydrous dimethyl formamide (18 mL) under a nitrogen atmosphere. The reaction mixture was heated to 60° C. to give a homogeneous solution that was maintained at 60° C. for 16 hours at which time the starting material was completely consumed. The solution was cooled and then partitioned between chloroform and wate...